This data is from the Open Reaction Database (ORD), a public repository of structured organic reaction records. The task is: describe an organic reaction: reactants, conditions, products, and yield Reactants: [Pb]=O (lead monoxide), S(O)(O)(=O)=O (sulfuric acid). Conditions: time 60 minute. The product is [O-2].[O-2].[O-2].[O-]S(=O)(=O)[O-].[Pb+2].[Pb+2].[Pb+2].[Pb+2] (tribasic lead sulfate). RXN SMILES: [Pb:1]=[O:2].[S:3](=[O:7])(=[O:6])([OH:5])[OH:4]>>[O-2:4].[O-2:2].[O-2:4].[O-:6][S:3]([O-:7])(=[O:5])=[O:4].[Pb+2:1].[Pb+2:1].[Pb+2:1].[Pb+2:1] |f:2.3.4.5.6.7.8.9|. Procedure details: A 2-liter beaker was charged with 1175.6 ml of the lead monoxide slurry A-3 (containing 0.587 g of PbOn) and the slurry was heated under agitation with a glass vane, and when the temperature was elevated to about 70° C., 26.22 ml of sulfuric acid having a concentration of 3.86 mole/l was promptly added to the slurry in about 10 seconds (the pH value was 6.2 at the initial stage of addition). The temperature was maintained at 65° to 70° C. while heating the slurry on a heater under agitation, and... Starting materials: CC(C)(C)S(=O)(=O)CC(Cc1ccccc1)C(=O)NC(Cc1c[nH]cn1)C(=O)NC(CC1CCCCC1)C(O)C(O)C1CC1, O=C([O-])[O-], CC(C)(C)C(=O)OCCl, CCOC(C)=O, [K+], [K+], C1COCCOCCOCCOCCOCCO1. Yields the product CC(C)(C)C(=O)OCn1cnc(CC(NC(=O)C(Cc2ccccc2)CS(=O)(=O)C(C)(C)C)C(=O)NC(CC2CCCCC2)C(O)C(O)C2CC2)c1. As a reaction SMILES: [C:1]([CH3:2])([CH3:3])([CH3:4])[S:5](=[O:6])(=[O:7])[CH2:8][CH:9]([C:10](=[O:11])[NH:12][CH:13]([C:14](=[O:15])[NH:16][CH:17]([CH:18]([CH:19]([OH:20])[CH:21]1[CH2:22][CH2:23]1)[OH:24])[CH2:25][CH:26]1[CH2:27][CH2:28][CH2:29][CH2:30][CH2:31]1)[CH2:32][c:33]1[n:34][cH:35][nH:36][cH:37]1)[CH2:38][c:39]1[cH:40][cH:41][cH:42][cH:43][cH:44]1.[C:63](=[O:64])([O-:65])[O-:66].[C:69]([C:70]([CH3:71])([CH3:72])[CH3:73])(=[O:74])[O:75][CH2:76][Cl:77].[CH3:78][CH2:79][O:80][C:81](=[O:82])[CH3:83].[K+:67].[K+:68].[O:45]1[CH2:46][CH2:47][O:48][CH2:49][CH2:50][O:51][CH2:52][CH2:53][O:54][CH2:55][CH2:56][O:57][CH2:58][CH2:59][O:60][CH2:61][CH2:62]1>>[C:1]([CH3:2])([CH3:3])([CH3:4])[S:5](=[O:6])(=[O:7])[CH2:8][CH:9]([C:10](=[O:11])[NH:12][CH:13]([C:14](=[O:15])[NH:16][CH:17]([CH:18]([CH:19]([OH:20])[CH:21]1[CH2:22][CH2:23]1)[OH:24])[CH2:25][CH:26]1[CH2:27][CH2:28][CH2:29][CH2:30][CH2:31]1)[CH2:32][c:33]1[n:34][cH:35][n:36]([CH2:76][O:75][C:69]([C:70]([CH3:71])([CH3:72])[CH3:73])=[O:74])[cH:37]1)[CH2:38][c:39]1[cH:40][cH:41][cH:42][cH:43][cH:44]1. Starting materials: CN(C)C=O, CI, COc1cc2ncnc(Oc3ccc(NC(=O)OCc4ccccc4Cl)c(Cl)c3)c2cc1OC, [H-], [Na+], O. Product: COc1cc2ncnc(Oc3ccc(N(C)C(=O)OCc4ccccc4Cl)c(Cl)c3)c2cc1OC. As a reaction SMILES: [CH3:1][N:2]([CH3:3])[CH:4]=[O:5].[CH3:42][I:43].[Cl:8][c:9]1[c:10]([NH:30][C:31]([O:32][CH2:33][c:34]2[c:35]([Cl:40])[cH:36][cH:37][cH:38][cH:39]2)=[O:41])[cH:11][cH:12][c:13]([O:15][c:16]2[n:17][cH:18][n:19][c:20]3[cH:21][c:22]([O:28][CH3:29])[c:23]([O:26][CH3:27])[cH:24][c:25]23)[cH:14]1.[H-:6].[Na+:7].[OH2:44]>>[CH3:1][N:30]([c:10]1[c:9]([Cl:8])[cH:14][c:13]([O:15][c:16]2[n:17][cH:18][n:19][c:20]3[cH:21][c:22]([O:28][CH3:29])[c:23]([O:26][CH3:27])[cH:24][c:25]23)[cH:12][cH:11]1)[C:31]([O:32][CH2:33][c:34]1[c:35]([Cl:40])[cH:36][cH:37][cH:38][cH:39]1)=[O:41]. The reactants are C(C)N1N=CC=C1NC=1C(C(=O)O)=CC=C(C1)C(=O)O (N-(1-ethylpyrazol-5-yl)-4-carboxyanthranilic acid), O=P(Cl)(Cl)Cl (POCl3), O (water). The solvent is C(C)(=O)O (acetic acid). Product: C(C)N1N=CC=2C1=NC1=CC(=CC=C1C2Cl)C(=O)O (1-ethyl-4-chloro-7-carboxy-1H-pyrazolo[3,4-b]quinoline). RXN SMILES: [CH2:1]([N:3]1[C:7]([NH:8][C:9]2[C:10](=[CH:14][CH:15]=[C:16]([C:18]([OH:20])=[O:19])[CH:17]=2)[C:11](O)=O)=[CH:6][CH:5]=[N:4]1)[CH3:2].O=P(Cl)(Cl)[Cl:23].O>C(O)(=O)C>[CH2:1]([N:3]1[C:7]2=[N:8][C:9]3[C:10]([C:11]([Cl:23])=[C:6]2[CH:5]=[N:4]1)=[CH:14][CH:15]=[C:16]([C:18]([OH:20])=[O:19])[CH:17]=3)[CH3:2]. Procedure details: A mixture of N-(1-ethylpyrazol-5-yl)-4-carboxyanthranilic acid (2.5 g) and POCl3 (20 ml) was refluxed overnight. The reaction mixture was poured into water, acidified with acetic acid and the solids which formed were collected by filtration. The solid was taken up in 10% NaOH, washed with ether and then the aqueous layer was acidified with concentrated HCl. The mixture was extracted with ether, the ether layer was dried over MgSO4 filtered and evaporated to afford 1 g of 1-ethyl-4-chloro-7-carbo... Reactants: solid, C1(CC1)COC1=NC=CC=C1C1=NC2=C(N1CC1=CC=C(C=C1)CCC(=O)O)C=C(C(=C2)F)F (3-{4-[2-(2-Cyclopropylmethoxy-pyridin-3-yl)-5,6-difluoro-benzoimidazol-1-ylmethyl]-phenyl}-propionic acid), FC1=CC2=C(NC(=N2)C2=C(C=CC=C2)OC)C=C1F (5,6-difluoro-2-(2-methoxy-phenyl)-1H-benzoimidazole), BrCC1CCCCC1 (bromomethyl-cyclohexane). RXN SMILES: C1([CH2:4][O:5][C:6]2[C:11]([C:12]3[N:16]([CH2:17][C:18]4[CH:23]=[CH:22][C:21](CCC(O)=O)=[CH:20][CH:19]=4)[C:15]4[CH:29]=[C:30]([F:34])[C:31]([F:33])=[CH:32][C:14]=4[N:13]=3)=[CH:10]C=CN=2)CC1.F[C:36]1[C:52](F)=CC2NC(C3C=CC=CC=3OC)=NC=2[CH:37]=1.BrCC1CCCCC1>>[CH:18]1([CH2:17][N:16]2[C:15]3[CH:29]=[C:30]([F:34])[C:31]([F:33])=[CH:32][C:14]=3[N:13]=[C:12]2[C:11]2[CH:10]=[CH:52][CH:36]=[CH:37][C:6]=2[O:5][CH3:4])[CH2:19][CH2:20][CH2:21][CH2:22][CH2:23]1. Procedure: The title compound was prepared in analogy to Example 19, intermediate b, from 5,6-difluoro-2-(2-methoxy-phenyl)-1H-benzoimidazole and bromomethyl-cyclohexane (2550-36-9). Brown sticky solid (42%). MS (Turbo Spray): m/z=357.4 (M+H). The product is C1(CCCCC1)CN1C(=NC2=C1C=C(C(=C2)F)F)C2=C(C=CC=C2)OC (1-Cyclohexylmethyl-5,6-difluoro-2-(2-methoxy-phenyl)-1H-benzoimidazole). Yields the product ClC=1C=CC=2N(C(C3=C(N(C2N1)CC)N=CC(=C3)CCC3=CC(=CC=C3)I)=O)C (2-Chloro-5,11-dihydro-11-ethyl-8-[2-(3-iodophenyl)ethyl]-5methyl-6H-dipyrido[3,2-b:2',3'-e][1,4]diazepin-6-one). Run in petroleum ether. Starting materials: NC=1C=C(C=CC1)CCC1=CC2=C(N(C3=C(N(C2=O)C)C=CC(=N3)Cl)CC)N=C1 (8-[2-(3-aminophenyl)ethyl]-2-chloro-5,11-dihydro-11-ethyl-5-methyl-6H-dipyrido[3,2-b:2',3'-e][1,4]diazepin-6-one), [I-].[Na+] (sodium iodide). Reported procedure: In a manner analogous to the procedure described for Example 23, 8-[2-(3-aminophenyl)ethyl]-2-chloro-5,11-dihydro-11-ethyl-5-methyl-6H-dipyrido[3,2-b:2',3'-e][1,4]diazepin-6-one (0.15 g, 0.37 mmol) was diazotized and treated with sodium iodide to provide 9 mg of the pure product, m.p. 143°-145° C. (petroleum ether). As a reaction SMILES: N[C:2]1[CH:3]=[C:4]([CH2:8][CH2:9][C:10]2[CH:29]=[N:28][C:13]3[N:14]([CH2:26][CH3:27])[C:15]4[N:24]=[C:23]([Cl:25])[CH:22]=[CH:21][C:16]=4[N:17]([CH3:20])[C:18](=[O:19])[C:12]=3[CH:11]=2)[CH:5]=[CH:6][CH:7]=1.[I-:30].[Na+]>>[Cl:25][C:23]1[CH:22]=[CH:21][C:16]2[N:17]([CH3:20])[C:18](=[O:19])[C:12]3[CH:11]=[C:10]([CH2:9][CH2:8][C:4]4[CH:5]=[CH:6][CH:7]=[C:2]([I:30])[CH:3]=4)[CH:29]=[N:28][C:13]=3[N:14]([CH2:26][CH3:27])[C:15]=2[N:24]=1 |f:1.2|.